Dataset: the Open Reaction Database (ORD), a public repository of structured organic reaction records. Task: describe an organic reaction: reactants, conditions, products, and yield Isolated yield 350.0%. Run at temperature 70 celsius, time 5 hour. The solvent is CN(C=O)C (N,N-dimethylformamide), CCCCCC (hexane). Reported procedure: A mixture of 2-chloro-5-methyl-4-methylthiopyrimidine (2.5 g, 14 mmol), 3-(trifluoromethyl)-1H-pyrazole (2.3 g, 2.5 mmol) and potassium carbonate (4.8 g, 35 mmol) in 25 mL of N,N-dimethylformamide was heated at 70° C. with stirring for 5 hours. The reaction mixture was then partitioned between ethyl acetate and water. The organic layer was separated, washed twice with water and brine and dried over magnesium sulfate. The solvent was removed under reduced pressure to provide a white solid which w... The reactants are ClC1=NC=C(C(=N1)SC)C (2-chloro-5-methyl-4-methylthiopyrimidine), FC(C1=NNC=C1)(F)F (3-(trifluoromethyl)-1H-pyrazole), C([O-])([O-])=O.[K+].[K+] (potassium carbonate). As a reaction SMILES: Cl[C:2]1[N:7]=[C:6]([S:8][CH3:9])[C:5]([CH3:10])=[CH:4][N:3]=1.[F:11][C:12]([F:19])([F:18])[C:13]1[CH:17]=[CH:16][NH:15][N:14]=1.C(=O)([O-])[O-].[K+].[K+]>CN(C)C=O.CCCCCC>[CH3:10][C:5]1[C:6]([S:8][CH3:9])=[N:7][C:2]([N:15]2[CH:16]=[CH:17][C:13]([C:12]([F:19])([F:18])[F:11])=[N:14]2)=[N:3][CH:4]=1 |f:2.3.4|. The product is CC=1C(=NC(=NC1)N1N=C(C=C1)C(F)(F)F)SC (5-methyl-4-methylthio-2-[3-(trifluoromethyl)-1H-pyrazol-1-yl]pyrimidine). The reactants are FC(OC=1C=C(C=CC1OC(F)F)C(CC1=CC=NC=C1)C=1C=NC(=CC1)NCC1=CC=CC=C1)F (4-{2-[3,4-Bis(difluoromethoxy)phenyl]-2-[6-(benzylamino)3-pyridyl]ethyl}pyridine), N1=CC=CC=C1 (pyridine), C(C)(=O)OC(C)=O (acetic anhydride). Reagents/catalysts: CN(C)C=1C=CN=CC1 (DMAP). Solvent: ClCCCl (1,2-dichloroethane). Conditions: time 24 hour. Yields the product FC(OC=1C=C(C=CC1OC(F)F)C(CC1=CC=NC=C1)C=1C=NC(=CC1)N(C(C)=O)CC1=CC=CC=C1)F (4-[2-[3,4-Bis(difluoromethoxy)phenyl]-2-[6-(N-benzyl acetamido)3-pyridyl]ethyl}pyridine). The yield is 26.9%. RXN SMILES: [F:1][CH:2]([F:36])[O:3][C:4]1[CH:5]=[C:6]([CH:14]([C:22]2[CH:23]=[N:24][C:25]([NH:28][CH2:29][C:30]3[CH:35]=[CH:34][CH:33]=[CH:32][CH:31]=3)=[CH:26][CH:27]=2)[CH2:15][C:16]2[CH:21]=[CH:20][N:19]=[CH:18][CH:17]=2)[CH:7]=[CH:8][C:9]=1[O:10][CH:11]([F:13])[F:12].N1C=CC=CC=1.[C:43](OC(=O)C)(=[O:45])[CH3:44]>ClCCCl.CN(C1C=CN=CC=1)C>[F:36][CH:2]([F:1])[O:3][C:4]1[CH:5]=[C:6]([CH:14]([C:22]2[CH:23]=[N:24][C:25]([N:28]([CH2:29][C:30]3[CH:31]=[CH:32][CH:33]=[CH:34][CH:35]=3)[C:43](=[O:45])[CH3:44])=[CH:26][CH:27]=2)[CH2:15][C:16]2[CH:17]=[CH:18][N:19]=[CH:20][CH:21]=2)[CH:7]=[CH:8][C:9]=1[O:10][CH:11]([F:12])[F:13]. Procedure details: To a solution of 4-(2-[3,4-Bis(difluoromethoxy)phenyl]-2-[6-(benzylamino)3-pyridyl]ethyl)pyridine from Example 1 (100 mg, 0.2 mmol) in 3 mL of 1,2-dichloroethane, was added 0.077 mL (0.96 mmol) of pyridine followed by 0.012 mg (0.1 mmol) of DMAP and 0.056 mL (0.6 mmol) of acetic anhydride. The solution was stirred 24 h at reflux, quenched with water and diluted with CH2Cl2. The organic layer was washed with brine, dried over MgSO4 and concentrated under reduced pressure. The residue was purified...